Dataset: the Open Reaction Database (ORD), a public repository of structured organic reaction records. Task: describe an organic reaction: reactants, conditions, products, and yield Starting materials: ClCCl, O=C(O)C(F)(F)F, [Na+], O=C([O-])O, COc1ccc(COc2ccc(C(=O)c3nc4ccccc4[nH]3)cc2)cc1. The product is O=C(c1ccc(O)cc1)c1nc2ccccc2[nH]1. Reaction SMILES: [Cl:40][CH2:41][Cl:42].[F:28][C:29]([F:30])([F:31])[C:32]([OH:33])=[O:34].[Na+:39].[O-:35][C:36]([OH:37])=[O:38].[nH:1]1[c:2]([C:10](=[O:11])[c:12]2[cH:13][cH:14][c:15]([O:18][CH2:19][c:20]3[cH:21][cH:22][c:23]([O:24][CH3:25])[cH:26][cH:27]3)[cH:16][cH:17]2)[n:3][c:4]2[c:5]1[cH:6][cH:7][cH:8][cH:9]2>>[nH:1]1[c:2]([C:10](=[O:11])[c:12]2[cH:13][cH:14][c:15]([OH:18])[cH:16][cH:17]2)[n:3][c:4]2[c:5]1[cH:6][cH:7][cH:8][cH:9]2. Reaction SMILES: [CH2:20]([O:21][C:22]([N:23]1[CH2:24][CH2:25][CH2:26][CH:27]1[CH2:28][C:29]([OH:30])=[O:31])=[O:32])[c:33]1[cH:34][cH:35][cH:36][cH:37][cH:38]1.[CH3:58][c:59]1[n:60](-[c:65]2[cH:66][c:67]3[c:68]([C:74]([CH:75]4[CH2:76][CH2:77][CH2:78][N:79]4[C:80]([O:81][CH2:82][c:83]4[cH:84][cH:85][cH:86][cH:87][cH:88]4)=[O:89])=[O:90])[cH:69][nH:70][c:71]3[cH:72][cH:73]2)[c:61]([CH3:64])[cH:62][cH:63]1.[Cl:1][C:2]([CH2:3][CH:4]1[N:5]([C:9](=[O:10])[O:11][CH2:12][c:13]2[cH:14][cH:15][cH:16][cH:17][cH:18]2)[CH2:6][CH2:7][CH2:8]1)=[O:19].[Cl:41][C:42]([O:43][CH2:44][c:45]1[cH:46][cH:47][cH:48][cH:49][cH:50]1)=[O:51].[Cl:52][C:53]([C:54]([Cl:55])=[O:56])=[O:57].[Cl:96][CH2:97][Cl:98].[Na+:40].[O:91]=[CH:92][N:93]([CH3:94])[CH3:95].[OH-:39]>>[C:2]([CH2:3][CH:4]1[N:5]([C:9](=[O:10])[O:11][CH2:12][c:13]2[cH:14][cH:15][cH:16][cH:17][cH:18]2)[CH2:6][CH2:7][CH2:8]1)(=[O:19])[c:68]1[c:67]2[cH:66][c:65](-[n:60]3[c:59]([CH3:58])[cH:63][cH:62][c:61]3[CH3:64])[cH:73][cH:72][c:71]2[nH:70][cH:69]1. Yields the product Cc1ccc(C)n1-c1ccc2[nH]cc(C(=O)CC3CCCN3C(=O)OCc3ccccc3)c2c1. Reactants: O=C(O)CC1CCCN1C(=O)OCc1ccccc1, Cc1ccc(C)n1-c1ccc2[nH]cc(C(=O)C3CCCN3C(=O)OCc3ccccc3)c2c1, O=C(Cl)CC1CCCN1C(=O)OCc1ccccc1, O=C(Cl)OCc1ccccc1, O=C(Cl)C(=O)Cl, ClCCl, [Na+], CN(C)C=O, [OH-]. Reaction SMILES: [NH2:1][C@H:2]([C:4]1[O:5][C:6]2[C:11]([C:12](=[O:20])[C:13]=1[C:14]1[CH:19]=[CH:18][CH:17]=[CH:16][CH:15]=1)=[CH:10][C:9]([Br:21])=[CH:8][CH:7]=2)[CH3:3].C(N(CC)C(C)C)(C)C.Br[C:32]1[N:40]=[CH:39][N:38]=[C:37]2[C:33]=1[NH:34][CH:35]=[N:36]2>C(O)(C)(C)C>[N:40]1[C:32]([NH:1][C@H:2]([C:4]2[O:5][C:6]3[C:11]([C:12](=[O:20])[C:13]=2[C:14]2[CH:19]=[CH:18][CH:17]=[CH:16][CH:15]=2)=[CH:10][C:9]([Br:21])=[CH:8][CH:7]=3)[CH3:3])=[C:33]2[C:37]([NH:36][CH:35]=[N:34]2)=[N:38][CH:39]=1. Procedure: This example is also described in Example 24 of WO 2011/055215. To a solution of (S)-2-(1-aminoethyl)-6-bromo-3-phenyl-4H-chromen-4-one (0.20 g, 0.581 mmoles) in tert-butanol (6 ml), N,N-diisopropylethyl amine (0.2 ml, 1.162 mmoles) and 6-bromopurine (0.087 g, 0.435 mmoles) are added and refluxed for 24 h. The reaction mixture is concentrated, diluted with water, extracted with ethyl acetate. The organic layer is dried over sodium sulphate and concentrated under reduced pressure. The crude produ... The reactants are N[C@@H](C)C=1OC2=CC=C(C=C2C(C1C1=CC=CC=C1)=O)Br ((S)-2-(1-aminoethyl)-6-bromo-3-phenyl-4H-chromen-4-one), C(C)(C)N(C(C)C)CC (N,N-diisopropylethyl amine), BrC1=C2NC=NC2=NC=N1 (6-bromopurine). Yields the product N1=CN=C2NC=NC2=C1N[C@@H](C)C=1OC2=CC=C(C=C2C(C1C1=CC=CC=C1)=O)Br ((S)-2-(1-(9H-purin-6-ylamino)ethyl)-6-bromo-3-phenyl-4H-chromen-4-one). Run in C(C)(C)(C)O (tert-butanol). Starting materials: O=C(CN1CCCC1)c1ccc(Br)cc1, [BH3-]C#N, C1CCOC1, CN, CC(=O)O, [Na+]. Product: CNC(CN1CCCC1)c1ccc(Br)cc1. As a reaction SMILES: [Br:1][c:2]1[cH:3][cH:4][c:5]([C:8]([CH2:9][N:10]2[CH2:11][CH2:12][CH2:13][CH2:14]2)=[O:15])[cH:6][cH:7]1.[C:18](#[N:19])[BH3-:20].[CH2:26]1[O:27][CH2:28][CH2:29][CH2:30]1.[CH3:16][NH2:17].[CH3:22][C:23](=[O:24])[OH:25].[Na+:21]>>[Br:1][c:2]1[cH:3][cH:4][c:5]([CH:8]([CH2:9][N:10]2[CH2:11][CH2:12][CH2:13][CH2:14]2)[NH:19][CH3:18])[cH:6][cH:7]1. Conditions: time 8 hour. Isolated yield 126.6%. Reaction SMILES: [H-].[H-].[H-].[H-].[Li+].[Al+3].[CH2:7]([N:14]1[CH2:17][C:16]([C:23](OCC)=[O:24])([C:18](OCC)=[O:19])[CH2:15]1)[C:8]1[CH:13]=[CH:12][CH:11]=[CH:10][CH:9]=1>C1COCC1>[NH3:14].[CH2:7]([N:14]1[CH2:17][C:16]([CH2:18][OH:19])([CH2:23][OH:24])[CH2:15]1)[C:8]1[CH:9]=[CH:10][CH:11]=[CH:12][CH:13]=1 |f:0.1.2.3.4.5|. Reactants: [H-].[H-].[H-].[H-].[Li+].[Al+3] (LiAlH4), C(C1=CC=CC=C1)N1CC(C1)(C(=O)OCC)C(=O)OCC (diethyl 1-benzylazetidine-3,3-dicarboxylate). Procedure details: LiAlH4 (1.0 M in THF, 65 mL, 65 mmol) was added dropwise to a solution of diethyl 1-benzylazetidine-3,3-dicarboxylate (1.0 g, 3.43 mmol) in THF (20 mL). The resulting suspension was stirred overnight at room temperature, quenched with water (0.25 mL), 15% aq. NaOH (0.25 mL), and water (0.75 mL), filtered through celite, and concentrated in vacuo. Chromatography (7N NH3 in MeOH/CH2Cl2=5:95→10:90) of the resulting residue afforded 4 (450 mg, 63%) as an oil. 1H NMR (CDCl3): δ 7.33-7.20 (m, 5H), 3.7... Solvent: C1CCOC1 (THF). The product is N (NH3), C(C1=CC=CC=C1)N1CC(C1)(CO)CO (1-Benzylazetidine-3,3-dimethanol). Starting materials: C1CCOC1, CON(C)C(C)=O, [Li]CCCC, Clc1nccs1. Product: CC(=O)c1cnc(Cl)s1. As a reaction SMILES: [CH2:19]1[O:20][CH2:21][CH2:22][CH2:23]1.[CH3:12][O:13][N:14]([C:15]([CH3:16])=[O:17])[CH3:18].[CH3:7][CH2:8][CH2:9][CH2:10][Li:11].[Cl:1][c:2]1[n:3][cH:4][cH:5][s:6]1>>[Cl:1][c:2]1[n:3][cH:4][c:5]([C:15]([CH3:16])=[O:17])[s:6]1. The reactants are C(N)([O-])=O (carbamate), CCN(C(C)C)C(C)C (DIEA), FC(CN)(F)F (2,2,2-trifluoroethan-1-amine), ClC1=CC=2N(C=C1)C(=CN2)C=2C=C(N)C=CC2 (3-(7-chloroimidazo[1,2-a]pyridin-3-yl)aniline), C(OC1=CC=C(C=C1)[N+](=O)[O-])(=O)Cl (4-nitrophenyl carbonochloridate), CCN(C(C)C)C(C)C (DIEA). The solvent is C1CCOC1 (THF), CCOC(=O)C (EtOAc), O (water). Conditions: temperature 60 celsius. Product: ClC1=CC=2N(C=C1)C(=CN2)C=2C=C(C=CC2)NC(=O)NCC(F)(F)F (1-(3-(7-chloroimidazo[1,2-a]pyridin-3-yl)phenyl)-3-(2,2,2-trifluoroethyl)urea). The yield is 69.0%. Reaction SMILES: [Cl:1][C:2]1[CH:7]=[CH:6][N:5]2[C:8]([C:11]3[CH:12]=[C:13]([CH:15]=[CH:16][CH:17]=3)[NH2:14])=[CH:9][N:10]=[C:4]2[CH:3]=1.C(Cl)(=O)OC1C=CC([N+]([O-])=O)=CC=1.CCN(C(C)C)C(C)C.[C:40](=[O:43])([O-])[NH2:41].[F:44][C:45]([F:49])([F:48])[CH2:46]N>C1COCC1.CCOC(C)=O.O>[Cl:1][C:2]1[CH:7]=[CH:6][N:5]2[C:8]([C:11]3[CH:12]=[C:13]([NH:14][C:40]([NH:41][CH2:46][C:45]([F:49])([F:48])[F:44])=[O:43])[CH:15]=[CH:16][CH:17]=3)=[CH:9][N:10]=[C:4]2[CH:3]=1. Procedure: To a solution of 3-(7-chloroimidazo[1,2-a]pyridin-3-yl)aniline (0.15 mmol) in THF (1.5 mL) was added 4-nitrophenyl carbonochloridate (30 mg, 0.15 mmol) and DIEA (0.036 mL, 0.225 mmol). The mixture was heated at 60° C. for 6 h. To the crude carbamate was added DIEA (0.036 mL, 0.225 mmol) and 2,2,2-trifluoroethan-1-amine (0.014 mL, 0.18 mmol) and the solution was heated at 60° C. overnight. The reaction mixture was diluted with EtOAc and water. The separated organic layer was dried with sodium sul...